describe an organic reaction: reactants, conditions, products, and yield From a dataset of the Open Reaction Database (ORD), a public repository of structured organic reaction records. Reactants: C(CCC)OC1=C(N(C(C2=CC(=C(C=C12)Cl)Cl)=O)CCC(=O)OCC)CN1C(C2=CC=CC=C2C1=O)=O (ethyl 3-[4-butoxy-6,7-dichloro-3-[(1,3-dioxo-1,3-dihydro-2H-isoindol-2-yl)methyl]-1-oxo-2 (1H)isoquinolinyl]propionate). Solvent: Cl (hydrochloric acid), C(C)(=O)O (acetic acid). Reaction conditions: time 2 hour. Yields the product C(CCC)OC1=C(N(C(C2=CC(=C(C=C12)Cl)Cl)=O)CCC(=O)O)CN1C(C2=CC=CC=C2C1=O)=O (3-[4-butoxy-6,7-dichloro-3-[(1,3-dioxo-1,3-dihydro-2H-isoindol-2-yl)methyl]-1-oxo-2(1H)-isoquinolinyl]propionic acid). Isolated yield 83.5%. RXN SMILES: [CH2:1]([O:5][C:6]1[C:15]2[C:10](=[CH:11][C:12]([Cl:17])=[C:13]([Cl:16])[CH:14]=2)[C:9](=[O:18])[N:8]([CH2:19][CH2:20][C:21]([O:23]CC)=[O:22])[C:7]=1[CH2:26][N:27]1[C:35](=[O:36])[C:34]2[C:29](=[CH:30][CH:31]=[CH:32][CH:33]=2)[C:28]1=[O:37])[CH2:2][CH2:3][CH3:4]>Cl.C(O)(=O)C>[CH2:1]([O:5][C:6]1[C:15]2[C:10](=[CH:11][C:12]([Cl:17])=[C:13]([Cl:16])[CH:14]=2)[C:9](=[O:18])[N:8]([CH2:19][CH2:20][C:21]([OH:23])=[O:22])[C:7]=1[CH2:26][N:27]1[C:28](=[O:37])[C:29]2[C:34](=[CH:33][CH:32]=[CH:31][CH:30]=2)[C:35]1=[O:36])[CH2:2][CH2:3][CH3:4]. Procedure: A mixture of ethyl 3-[4-butoxy-6,7-dichloro-3-[(1,3-dioxo-1,3-dihydro-2H-isoindol-2-yl)methyl]-1-oxo-2 (1H)isoquinolinyl]propionate (1.36 g, 2.5 mmol) in 6N hydrochloric acid (15 ml) and acetic acid (15 ml) was refluxed with stirring for 2 h. The reaction mixture was concentrated under reduced pressure, and the residue was recrystallized from tetrahydrofuran-diisopropyl ether to give 3-[4-butoxy-6,7-dichloro-3-[(1,3-dioxo-1,3-dihydro-2H-isoindol-2-yl)methyl]-1-oxo-2(1H)-isoquinolinyl]propionic a... The reactants are N=O (Nitroxyl), CC(CCCCCC)O (2-octanol), KHCO3, aqueous solution, [O-]Cl.[Na+] (NaOCl). Run in ClCCl (dichloromethane). Run at time 3 hour. Product: CC(CCCCCC)=O (2-octanone), desired product. Yield: 98.6%. As a reaction SMILES: N=O.[CH3:3][CH:4]([OH:11])[CH2:5][CH2:6][CH2:7][CH2:8][CH2:9][CH3:10].[O-]Cl.[Na+]>ClCCl>[CH3:3][C:4](=[O:11])[CH2:5][CH2:6][CH2:7][CH2:8][CH2:9][CH3:10] |f:2.3|. Reported procedure: In a flask 0.072 g (0.05 mmol) of the product from example 1, 2.5 g (19.2 mmol) of 2-octanol and 10 ml of dichloromethane and 2.8 gr of KHCO3 (20% sol.) were added; the heterogeneous mixture was cooled to 10–15° C. then was dropped 13.8 g of an aqueous solution of NaOCl (10.5%). After 3 hours the crude organic layer was analyzed using GC: 98.6% of 2-octanone was obtained as desired product.